This data is from the Open Reaction Database (ORD), a public repository of structured organic reaction records. The task is: describe an organic reaction: reactants, conditions, products, and yield The product is O=S(=O)(O)c1cc2ccccc2s1. RXN SMILES: [CH3:21][O:22][c:23]1[cH:24][cH:25][c:26]([S:27]([CH:28]([CH3:29])[CH3:30])(=[O:31])=[O:32])[cH:33][c:34]1[S:35]([Cl:36])(=[O:37])=[O:38].[Cl:39][CH2:40][Cl:41].[NH2:1][c:2]1[cH:3][cH:4][cH:5][cH:6][c:7]1[NH:8][S:9](=[O:10])(=[O:11])[c:12]1[cH:13][c:14]2[c:15]([s:16]1)[cH:17][cH:18][cH:19][cH:20]2.[cH:42]1[cH:43][cH:44][n:45][cH:46][cH:47]1>>[S:9]([OH:10])(=[O:11])([c:12]1[cH:13][c:14]2[c:15]([s:16]1)[cH:17][cH:18][cH:19][cH:20]2)=[O:22]. Reactants: COc1ccc(S(=O)(=O)C(C)C)cc1S(=O)(=O)Cl, ClCCl, Nc1ccccc1NS(=O)(=O)c1cc2ccccc2s1, c1ccncc1. Reactants: C[SiH](C)OC(C=CC1CCC2C(=O)CCC12)(C1CCCCC1)C(C)(C)C, C[Si](C)(C)[N-][Si](C)(C)C, CC(=O)O, CCOCC, [Li+], CCOC(=O)CCCC(C)=O, C1CCOC1, O. The product is CCOC(=O)CCCC(C)(O)C1CC2C(C=CC(O[SiH](C)C)(C3CCCCC3)C(C)(C)C)CCC2C1=O. As a reaction SMILES: [C:1]([CH3:2])([CH3:3])([CH3:4])[C:5]([CH:6]=[CH:7][CH:8]1[CH:9]2[CH2:10][CH2:11][C:12](=[O:16])[CH:13]2[CH2:14][CH2:15]1)([CH:17]1[CH2:18][CH2:19][CH2:20][CH2:21][CH2:22]1)[O:23][SiH:24]([CH3:25])[CH3:26].[CH3:27][Si:28]([N-:29][Si:30]([CH3:31])([CH3:32])[CH3:33])([CH3:34])[CH3:35].[CH3:48][C:49](=[O:50])[OH:51].[CH3:57][CH2:58][O:59][CH2:60][CH3:61].[Li+:36].[O:37]=[C:38]([CH2:39][CH2:40][CH2:41][C:42](=[O:43])[O:44][CH2:45][CH3:46])[CH3:47].[O:52]1[CH2:53][CH2:54][CH2:55][CH2:56]1.[OH2:62]>>[C:1]([CH3:2])([CH3:3])([CH3:4])[C:5]([CH:6]=[CH:7][CH:8]1[CH:9]2[CH2:10][CH:11]([C:38]([OH:37])([CH2:39][CH2:40][CH2:41][C:42](=[O:43])[O:44][CH2:45][CH3:46])[CH3:47])[C:12](=[O:16])[CH:13]2[CH2:14][CH2:15]1)([CH:17]1[CH2:18][CH2:19][CH2:20][CH2:21][CH2:22]1)[O:23][SiH:24]([CH3:25])[CH3:26]. The reactants are CC1=C(C=C(C=C1)C)NC(CCl)=O (N-(2,5-dimethylphenyl)-2-chloroacetamide), N1=C(C=CC=C1)N1CCNCC1 (1-pyridin-2-yl-piperazine). Product: N1=C(C=CC=C1)N1CCN(CC1)CC(=O)NC1=C(C=CC=C1)NC(CN1CCN(CC1)C1=NC=CC=C1)=O (2-(4-pyridin-2-ylpiperazin-1-yl)-N-(2-{[(4-pyridin-2-ylpiperazin-1-yl)acety]amino}phenyl)acetamide). Yield: 74.0%. Reaction SMILES: C[C:2]1[CH:7]=[CH:6][C:5](C)=[CH:4][C:3]=1[NH:9][C:10](=[O:13])[CH2:11]Cl.[N:14]1[CH:19]=[CH:18][CH:17]=[CH:16][C:15]=1[N:20]1[CH2:25][CH2:24][NH:23][CH2:22][CH2:21]1>>[N:14]1[CH:19]=[CH:18][CH:17]=[CH:16][C:15]=1[N:20]1[CH2:21][CH2:22][N:23]([CH2:11][C:10]([NH:9][C:3]2[CH:4]=[CH:5][CH:6]=[CH:7][C:2]=2[NH:9][C:10](=[O:13])[CH2:11][N:23]2[CH2:22][CH2:21][N:20]([C:15]3[CH:16]=[CH:17][CH:18]=[CH:19][N:14]=3)[CH2:25][CH2:24]2)=[O:13])[CH2:24][CH2:25]1. Procedure: The procedure described in Example 181 was followed, substituting 2-chloro-N-[2-(2-chloroacetylamino)phenyl]acetamide (Aldrich) for N-(2,5-dimethylphenyl)-2-chloroacetamide and using 2.4 equivalents of 1-pyridin-2-yl-piperazine to provide the title compound (74% yield) as a light tan solid. 1H NMR (300 MHz, DMSO-d6) δ 2.59 (m, 8H), 3.18 (s, 4H), 3.52 (m, 8H), 6.63 (dd, 2H, J=5.1, 5.1 Hz), 6.78 (d, 2H, J=8.5 Hz), 7.20 (dd, 2H, J=5.8, 3.4 Hz), 7.51 (dd, 2H, J=8.5, 8.5 Hz), 7.60 (dd, 2H, J=5.8, 3.7... The reactants are CCOC(=O)c1cccc(Br)c1, COc1ccc(C2CNC(=O)C2)cc1OC1CCCC1. Yields the product CCOC(=O)c1cccc(N2CC(c3ccc(OC)c(OC4CCCC4)c3)CC2=O)c1. Reaction SMILES: [CH2:21]([CH3:22])[O:23][C:24]([c:25]1[cH:26][c:27]([Br:31])[cH:28][cH:29][cH:30]1)=[O:32].[CH:1]1([O:6][c:7]2[cH:8][c:9]([CH:15]3[CH2:16][C:17](=[O:20])[NH:18][CH2:19]3)[cH:10][cH:11][c:12]2[O:13][CH3:14])[CH2:2][CH2:3][CH2:4][CH2:5]1>>[CH:1]1([O:6][c:7]2[cH:8][c:9]([CH:15]3[CH2:16][C:17](=[O:20])[N:18]([c:27]4[cH:26][c:25]([C:24]([O:23][CH2:21][CH3:22])=[O:32])[cH:30][cH:29][cH:28]4)[CH2:19]3)[cH:10][cH:11][c:12]2[O:13][CH3:14])[CH2:2][CH2:3][CH2:4][CH2:5]1.